Dataset: the Open Reaction Database (ORD), a public repository of structured organic reaction records. Task: describe an organic reaction: reactants, conditions, products, and yield The reactants are BrC1=C(C=C(C=C1)C1=NOC(C1)(C(F)(F)F)C1=CC(=CC(=C1)Cl)Cl)C (3-(4-bromo-3-methyl-phenyl)-5-(3,5-dichlorophenyl)-5-trifluoromethyl-4,5-dihydro-isoxazole), CC1(C2=C(C(=CC=C2)P(C3=CC=CC=C3)C4=CC=CC=C4)OC5=C(C=CC=C51)P(C6=CC=CC=C6)C7=CC=CC=C7)C (xanthphos), CN(CCN(C)C)C (N,N,N′,N′-tetramethylethylene diamine). Run in CN(C)C=O (DMF). Run at temperature 100 celsius. Yields the product ClC=1C=C(C=C(C1)Cl)C1(CC(=NO1)C1=CC(=C(C=O)C=C1)C)C(F)(F)F (4-[5-(3,5-dichloro-phenyl)-5-trifluoromethyl-4,5-dihydro-isoxazol-3-yl]-2-methyl-benzaldehyde). Isolated yield 14.7%. As a reaction SMILES: Br[C:2]1[CH:7]=[CH:6][C:5]([C:8]2[CH2:12][C:11]([C:17]3[CH:22]=[C:21]([Cl:23])[CH:20]=[C:19]([Cl:24])[CH:18]=3)([C:13]([F:16])([F:15])[F:14])[O:10][N:9]=2)=[CH:4][C:3]=1[CH3:25].CC1(C)C2C(=C(P(C3C=CC=CC=3)C3C=CC=CC=3)C=CC=2)[O:47][C:29]2C(P(C3C=CC=CC=3)C3C=CC=CC=3)=CC=CC1=2.CN(C)CCN(C)C>CN(C=O)C>[Cl:24][C:19]1[CH:18]=[C:17]([C:11]2([C:13]([F:16])([F:15])[F:14])[O:10][N:9]=[C:8]([C:5]3[CH:6]=[CH:7][C:2]([CH:29]=[O:47])=[C:3]([CH3:25])[CH:4]=3)[CH2:12]2)[CH:22]=[C:21]([Cl:23])[CH:20]=1. Procedure details: A reaction autoclave was charged with 3-(4-bromo-3-methyl-phenyl)-5-(3,5-dichlorophenyl)-5-trifluoromethyl-4,5-dihydro-isoxazole (0.10 g, 0.22 mmol), palladium dichloride cyclooctadiene complex (1.6 mg, 2.5 mol-%), xanthphos (9.7 mg, 7.5 mol-%), N,N,N′,N′-tetramethylethylene diamine (19.3 mg, 0.75 equiv.) and DMF (2 mL) and purged with synthesis gas (carbon monoxide:hydrogen=1:1) to 5 bar. The reaction autoclave was heated to 100° C. for 16 h and then cooled to ambient temperature. After release... The reactants are [Br-], CC1CN(C(=O)OC(C)(C)C)CC2Cc3ccc(C=O)nc3N12, C[Mg+], C1CCOC1. Yields the product CC(O)c1ccc2c(n1)N1C(C)CN(C(=O)OC(C)(C)C)CC1C2. Reaction SMILES: [Br-:24].[C:1]([CH3:2])([CH3:3])([CH3:4])[O:5][C:6](=[O:7])[N:8]1[CH2:9][CH:10]2[CH2:11][c:12]3[cH:13][cH:14][c:15]([CH:22]=[O:23])[n:16][c:17]3[N:18]2[CH:19]([CH3:21])[CH2:20]1.[CH3:25][Mg+:26].[O:27]1[CH2:28][CH2:29][CH2:30][CH2:31]1>>[C:1]([CH3:2])([CH3:3])([CH3:4])[O:5][C:6](=[O:7])[N:8]1[CH2:9][CH:10]2[CH2:11][c:12]3[cH:13][cH:14][c:15]([CH:22]([OH:23])[CH3:25])[n:16][c:17]3[N:18]2[CH:19]([CH3:21])[CH2:20]1. The product is CC(F)(F)c1ccc(Cn2cc(NC(=O)C=Cc3ccc(F)cc3Cl)cn2)o1. Starting materials: O=C(O)C=Cc1ccc(F)cc1Cl, CC(F)(F)c1ccc(Cn2cc(N)cn2)o1. Reaction SMILES: [Cl:17][c:18]1[c:19]([CH:25]=[CH:26][C:27](=[O:28])[OH:29])[cH:20][cH:21][c:22]([F:24])[cH:23]1.[F:1][C:2]([CH3:3])([F:4])[c:5]1[cH:6][cH:7][c:8]([CH2:10][n:11]2[n:12][cH:13][c:14]([NH2:16])[cH:15]2)[o:9]1>>[F:1][C:2]([CH3:3])([F:4])[c:5]1[cH:6][cH:7][c:8]([CH2:10][n:11]2[n:12][cH:13][c:14]([NH:16][C:27]([CH:26]=[CH:25][c:19]3[c:18]([Cl:17])[cH:23][c:22]([F:24])[cH:21][cH:20]3)=[O:28])[cH:15]2)[o:9]1. Starting materials: ClC=1C=C(NC2=NC=CC(=N2)C=2N=CN(C2)C(C2=CC=CC=C2)(C2=CC=CC=C2)C2=CC=CC=C2)C=CC1 (2-(3-chloroanilino)-4-(1-triphenylmethylimidazol-4-yl)pyrimidine). Run in CO (MeOH), Cl (hydrochloric acid). Run at time 15 minute. The product is ClC=1C=C(NC2=NC=CC(=N2)C2=CN=CN2)C=CC1 (2-(3-Chloroanilino)-4-(imidazol-5-yl)pyrimidine). Yield: 75.1%. As a reaction SMILES: [Cl:1][C:2]1[CH:3]=[C:4]([CH:36]=[CH:37][CH:38]=1)[NH:5][C:6]1[N:11]=[C:10]([C:12]2[N:13]=[CH:14][N:15](C(C3C=CC=CC=3)(C3C=CC=CC=3)C3C=CC=CC=3)[CH:16]=2)[CH:9]=[CH:8][N:7]=1>CO.Cl>[Cl:1][C:2]1[CH:3]=[C:4]([CH:36]=[CH:37][CH:38]=1)[NH:5][C:6]1[N:11]=[C:10]([C:12]2[NH:13][CH:14]=[N:15][CH:16]=2)[CH:9]=[CH:8][N:7]=1. Procedure: A mixture of 2-(3-chloroanilino)-4-(1-triphenylmethylimidazol-4-yl)pyrimidine (Method 2; 256 mg, 0.5 mmol) in MeOH (3 ml) and 2M hydrochloric acid (1 ml) was stirred for 15 minutes. The volatiles were removed by evaporation and the residue partitioned between EtOAc and saturated aqueous sodium hydrogen carbonate solution. The organic layer was separated, dried and the solvent removed by evaporation. The residue was purified by column chromatography eluting with DCM and 7M methanolic ammonia solu...